This data is from the Open Reaction Database (ORD), a public repository of structured organic reaction records. The task is: describe an organic reaction: reactants, conditions, products, and yield The reactants are ClC1=CC(=NC=C1)O (4-Chloro-2-hydroxypyridine), CN[C@H]1[C@@H](CCCC1)NC (trans(±)-N,N′-Dimethylcyclohexane-1,2-diamine), BrC=1SC(=C(N1)C)C(=O)OCC (ethyl 2-bromo-4-methyl-1,3-thiazole-5-carboxylate), C([O-])([O-])=O.[K+].[K+] (potassium carbonate). Reagents/catalysts: [Cu]I (copper (I) iodide). The solvent is CN(C)C=O (DMF), C(C)(=O)OCC (ethyl acetate). Reaction conditions: temperature 100 celsius, time 5 hour. Yields the product ClC1=CC(N(C=C1)C=1SC(=C(N1)C)C(=O)OCC)=O (Ethyl 2-(4-chloro-2-oxopyridin-1(2H)-yl)-4-methyl-1,3-thiazole-5-carboxylate). Yield: 0.3%. As a reaction SMILES: [Cl:1][C:2]1[CH:7]=[CH:6][N:5]=[C:4]([OH:8])[CH:3]=1.Br[C:10]1[S:11][C:12]([C:16]([O:18][CH2:19][CH3:20])=[O:17])=[C:13]([CH3:15])[N:14]=1.C(=O)([O-])[O-].[K+].[K+].CN[C@@H]1CCCC[C@H]1NC>CN(C=O)C.C(OCC)(=O)C.[Cu]I>[Cl:1][C:2]1[CH:7]=[CH:6][N:5]([C:10]2[S:11][C:12]([C:16]([O:18][CH2:19][CH3:20])=[O:17])=[C:13]([CH3:15])[N:14]=2)[C:4](=[O:8])[CH:3]=1 |f:2.3.4|. Reported procedure: 4-Chloro-2-hydroxypyridine (500 mg, 3.86 mmol), ethyl 2-bromo-4-methyl-1,3-thiazole-5-carboxylate (1.06 g, 4.24 mmol), potassium carbonate (1.06 g, 7.67 mmol) and copper (I) iodide (73 mg, 0.38 mmol) were suspended in DMF (4 mL). trans(±)-N,N′-Dimethylcyclohexane-1,2-diamine (82 mg, 0.58 mmol) was added, and the mixture was stirred at 100° C. for five hours. The reaction solution was diluted with ethyl acetate, washed with water, and dried over anhydrous sodium sulfate. Following concentration u... Reactants: C(C)N(CC)CC1=C(C(=C2C(=N1)SC=1NCCCC12)C1=CC(=C(C=C1)OC)OC)C(=O)OCC (ethyl 2-diethylaminomethyl-4-(3,4-dimethoxyphenyl)-5,6,7,8-tetrahydrothieno[2,3-b:5,4-b']dipyridine-3-carboxylate). Reagents/catalysts: [O-2].[O-2].[Mn+4] (manganese dioxide). Yields the product C(C)N(CC)CC1=C(C(=C2C(=N1)SC1=NC=CC=C12)C1=CC(=C(C=C1)OC)OC)C(=O)OCC (ethyl 2-diethylaminomethyl-4-(3,4-dimethoxyphenyl)thieno[2,3-b:5,4-b']dipyridine-3-carboxylate). As a reaction SMILES: [CH2:1]([N:3]([CH2:6][C:7]1[N:12]=[C:11]2[S:13][C:14]3[NH:15][CH2:16][CH2:17][CH2:18][C:19]=3[C:10]2=[C:9]([C:20]2[CH:25]=[CH:24][C:23]([O:26][CH3:27])=[C:22]([O:28][CH3:29])[CH:21]=2)[C:8]=1[C:30]([O:32][CH2:33][CH3:34])=[O:31])[CH2:4][CH3:5])[CH3:2]>[O-2].[O-2].[Mn+4]>[CH2:4]([N:3]([CH2:6][C:7]1[N:12]=[C:11]2[S:13][C:14]3[C:19]([C:10]2=[C:9]([C:20]2[CH:25]=[CH:24][C:23]([O:26][CH3:27])=[C:22]([O:28][CH3:29])[CH:21]=2)[C:8]=1[C:30]([O:32][CH2:33][CH3:34])=[O:31])=[CH:18][CH:17]=[CH:16][N:15]=3)[CH2:1][CH3:2])[CH3:5] |f:1.2.3|. Procedure: In the same manner as in Example 7A, the compound obtained in Example 61A and activated manganese dioxide were reacted to yield ethyl 2-diethylaminomethyl-4-(3,4-dimethoxyphenyl)thieno[2,3-b:5,4-b']dipyridine-3-carboxylate, which was then recrystallized from ethyl acetate-hexane to yield colorless prismatic crystals having a melting point of 156 to 157° C. Starting materials: C1(=CC=CC=C1)NC1=CC=CC=C1 (diphenylamine), IC1=CC=C(C=C1)C (p-iodotoluene), C([O-])([O-])=O.[K+].[K+] (potassium carbonate). Reagents/catalysts: [Cu] (copper). The solvent is ClC1=C(C=CC=C1)Cl (o-dichlorobenzene). The product is CC1=CC=C(C=C1)N(C2=CC=CC=C2)C3=CC=CC=C3 (4-methyltriphenylamine). Isolated yield 81.4%. Reaction SMILES: [C:1]1([NH:7][C:8]2[CH:13]=[CH:12][CH:11]=[CH:10][CH:9]=2)[CH:6]=[CH:5][CH:4]=[CH:3][CH:2]=1.I[C:15]1[CH:20]=[CH:19][C:18]([CH3:21])=[CH:17][CH:16]=1.C(=O)([O-])[O-].[K+].[K+]>[Cu].ClC1C=CC=CC=1Cl>[CH3:21][C:18]1[CH:19]=[CH:20][C:15]([N:7]([C:8]2[CH:9]=[CH:10][CH:11]=[CH:12][CH:13]=2)[C:1]2[CH:6]=[CH:5][CH:4]=[CH:3][CH:2]=2)=[CH:16][CH:17]=1 |f:2.3.4|. Procedure: 4.5 g (27 mmol) of diphenylamine, 11.0 g (51 mmol) of p-iodotoluene, 5.5 g (40 mmol) of anhydrous potassium carbonate, and 1.1 g of copper chips were added to 30 mL of o-dichlorobenzene. The mixture was subjected to heating and refluxing for 7 hours under stirring conditions. Upon completion of the reaction, the reaction solution was filtered, the filtrate was washed with a 3-5% aqueous solution of sodium thiosulfate, and then with saturated brine. After drying the organic layer with anhydrous s... RXN SMILES: C([O:3][C:4](=O)[C:5]1[C:10]([F:11])=[CH:9][CH:8]=[C:7]([NH:12][S:13]([C:16]2[S:17][CH:18]=[CH:19][CH:20]=2)(=[O:15])=[O:14])[C:6]=1[F:21])C.[AlH4-].[Li+]>O1CCCC1>[F:21][C:6]1[C:5]([CH2:4][OH:3])=[C:10]([F:11])[CH:9]=[CH:8][C:7]=1[NH:12][S:13]([C:16]1[S:17][CH:18]=[CH:19][CH:20]=1)(=[O:15])=[O:14] |f:1.2|. Yields the product FC1=C(C=CC(=C1CO)F)NS(=O)(=O)C=1SC=CC1 (thiophene-2-sulfonic acid (2,4-difluoro-3-hydroxymethyl-phenyl)-amide). Reported procedure: To 2,6-difluoro-3-(thiophene-2-sulfonylamino)-benzoic acid ethyl ester (510, 1.6 g, 3.5 mmol) in tetrahydrofuran (25.0 mL) was added lithium tetrahydroaluminate (1.00 M in tetrahydrofuran, 8.08 mL, 8.08 mmol) under an atmosphere of nitrogen at room temperature. The reaction was stirred at room temperature for 8 hours, followed by addition of 10 g of NaSO4.10H2O. After 12 hours, the reaction was filtered, concentrated and purified with silica gel column chromatography eluting with 5% methanol in ... Run in O1CCCC1 (tetrahydrofuran). The reactants are C(C)OC(C1=C(C(=CC=C1F)NS(=O)(=O)C=1SC=CC1)F)=O (2,6-difluoro-3-(thiophene-2-sulfonylamino)-benzoic acid ethyl ester), [AlH4-].[Li+] (lithium tetrahydroaluminate), NaSO4.10H2O. Run at time 8 hour. Starting materials: C([O-])(O)=O.[Na+] (sodium bicarbonate), C(C=C)(=O)O (Acrylic acid), C(C)(=O)NC1=NC=C(C=C1C)Br (2-acetamido-5-bromo-3-methylpyridine), C(CCC)N(CCCC)CCCC (tri-n-butylamine). The reagents and catalysts are C(C)(=O)[O-].[Pd+2].C(C)(=O)[O-] (palladium(II) acetate), C1(=CC=CC=C1)P(C1=CC=CC=C1)C1=CC=CC=C1 (triphenylphosphine). The solvent is C(C)(=O)OCC (ethyl acetate), C=1(C(=CC=CC1)C)C (xylene). Run at temperature 150 celsius, time 7 hour. The product is C(C)(=O)NC1=C(C=C(C=N1)/C=C/C(=O)O)C ((E)-3-(6-acetamido-5-methylpyridin-3-yl)acrylic acid). Isolated yield 84.2%. RXN SMILES: [C:1]([NH:4][C:5]1[C:10]([CH3:11])=[CH:9][C:8](Br)=[CH:7][N:6]=1)(=[O:3])[CH3:2].C(N(CCCC)CCCC)CCC.[C:26]([OH:30])(=[O:29])[CH:27]=[CH2:28].C(=O)(O)[O-].[Na+]>C1(C)C(C)=CC=CC=1.C([O-])(=O)C.[Pd+2].C([O-])(=O)C.C1(P(C2C=CC=CC=2)C2C=CC=CC=2)C=CC=CC=1.C(OCC)(=O)C>[C:1]([NH:4][C:5]1[N:6]=[CH:7][C:8](/[CH:28]=[CH:27]/[C:26]([OH:30])=[O:29])=[CH:9][C:10]=1[CH3:11])(=[O:3])[CH3:2] |f:3.4,6.7.8|. Procedure: To a solution of 2-acetamido-5-bromo-3-methylpyridine (110 mg) and tri-n-butylamine (196 mg) in xylene were added palladium(II) acetate (1 mg) and triphenylphosphine (1 mg) under nitrogen atmosphere, and the mixture was heated at 150° C. Acrylic acid (41.5 mg) was added thereto, and the mixture was stirred for 7 hours at the same temperature. After cooling to ambient temperature, ethyl acetate and saturated sodium bicarbonate solution were added to the reaction mixture, and separated aqueous lay... Starting materials: C(C)(=O)OCC (ethyl acetate), N1C=NC=C1 (imidazole), C(C)(C)[Si](C(C)C)(C(C)C)Cl (triisopropylsilyl chloride), CON=CC1=CC(=C(C=C1)[N+](=O)[O-])O (3-hydroxy-4-nitrobenzaldehyde O-methyloxime). Solvent: CCOCC (ether), CN(C=O)C (N,N-dimethylformamide). Product: CON=CC1=CC(=C(C=C1)[N+](=O)[O-])O[Si](C(C)C)(C(C)C)C(C)C (4-nitro-3-[(triisopropylsilyl)oxy]benzaldehyde O-methyloxime). Yield: 93.0%. As a reaction SMILES: [CH3:1][O:2][N:3]=[CH:4][C:5]1[CH:10]=[CH:9][C:8]([N+:11]([O-:13])=[O:12])=[C:7]([OH:14])[CH:6]=1.N1C=CN=C1.[CH:20]([Si:23](Cl)([CH:27]([CH3:29])[CH3:28])[CH:24]([CH3:26])[CH3:25])([CH3:22])[CH3:21].C(OCC)(=O)C>CN(C)C=O.CCOCC>[CH3:1][O:2][N:3]=[CH:4][C:5]1[CH:10]=[CH:9][C:8]([N+:11]([O-:13])=[O:12])=[C:7]([O:14][Si:23]([CH:27]([CH3:29])[CH3:28])([CH:24]([CH3:26])[CH3:25])[CH:20]([CH3:22])[CH3:21])[CH:6]=1. Reported procedure: An amount of 3.0 g (15.39 mmol) of 3-hydroxy-4-nitrobenzaldehyde O-methyloxime is stirred in N,N-dimethylformamide (8 mL), followed by addition of imidazole (3.14 g, 46.17 mmol) and 4.89 mL (23.1 mmol) of triisopropylsilyl chloride. The reaction mixture is stirred at room temperature over night. 1:1 ethyl acetate: ether (300 mL) is added and extracted 3× with water, followed by additional washing with brine, dried over magnesium sulfate, evaporated, to afford 5.02 g (93% yield) as a yellow cryst... Starting materials: BrC=1C(=NC(=NC1)Cl)O (5-bromo-2-chloro-4-hydroxypyrimidine), NC=1C=CC(=NC1)S(=O)(=O)N (5-amino-pyridine-2-sulfonic acid amide), Cl (hydrochloric acid). The solvent is CN(C)C=O (DMF). Conditions: temperature 100 celsius, time 30 hour. Yields the product BrC=1C(=NC(=NC1)NC=1C=CC(=NC1)S(=O)(=O)N)O (5-(5-Bromo-4-hydroxy-pyrimidin-2-ylamino)-pyridine-2-sulfonic acid amide). RXN SMILES: [Br:1][C:2]1[C:3]([OH:9])=[N:4][C:5](Cl)=[N:6][CH:7]=1.[NH2:10][C:11]1[CH:12]=[CH:13][C:14]([S:17]([NH2:20])(=[O:19])=[O:18])=[N:15][CH:16]=1.Cl>CN(C=O)C>[Br:1][C:2]1[C:3]([OH:9])=[N:4][C:5]([NH:10][C:11]2[CH:12]=[CH:13][C:14]([S:17]([NH2:20])(=[O:19])=[O:18])=[N:15][CH:16]=2)=[N:6][CH:7]=1. Reported procedure: 2.0 g (9.62 mmol) of 5-bromo-2-chloro-4-hydroxypyrimidine and 1.686 g (9.62 mmol) of 5-amino-pyridine-2-sulfonic acid amide are mixed in 50 ml of DMF (p.a.) with 2.88 ml of hydrochloric acid (4 molar in dioxane). It is stirred for 30 hours at 100° C., cooled and concentrated by evaporation. After being taken up in methanol, 1.505 g (45% of theory) of 5-(5-bromo-4-hydroxy-pyrimidin-2-ylamino)-pyridine-2-sulfonic acid amide is crystallized out, which is dried at 50° C. in a vacuum.